describe an organic reaction: reactants, conditions, products, and yield From a dataset of the Open Reaction Database (ORD), a public repository of structured organic reaction records. The reactants are [OH-].[Na+] (sodium hydroxide), Cl.C1(=CC=CC=C1)C1(CCNCC1)NC(C)=O (4-phenyl-4-acetylaminopiperidine hydrochloride), CS(=O)(=O)OCCC(CN(C(C1=CC=CC=C1)=O)C)C1=CC(=C(C=C1)Cl)Cl ((-)-N-[4-Methanesulphonyloxy-2-(3,4-dichlorophenyl)butyl]-N-methylbenzamide). Solvent: O (water). Reaction conditions: temperature 70 celsius. Product: Cl.CN(C(C1=CC=CC=C1)=O)CC(CCN1CCC(CC1)(NC(C)=O)C1=CC=CC=C1)C1=CC(=C(C=C1)Cl)Cl ((-)-N-Methyl-N-[4-(4-phenyl-4-acetylaminopiperidyl)-2-(3,4-dichlorophenyl)butyl]benzamide hydrochloride). RXN SMILES: Cl.[C:2]1([C:8]2([NH:14][C:15](=[O:17])[CH3:16])[CH2:13][CH2:12][NH:11][CH2:10][CH2:9]2)[CH:7]=[CH:6][CH:5]=[CH:4][CH:3]=1.[OH-].[Na+].CS(O[CH2:25][CH2:26][CH:27]([C:39]1[CH:44]=[CH:43][C:42]([Cl:45])=[C:41]([Cl:46])[CH:40]=1)[CH2:28][N:29]([CH3:38])[C:30](=[O:37])[C:31]1[CH:36]=[CH:35][CH:34]=[CH:33][CH:32]=1)(=O)=O>O>[ClH:45].[CH3:38][N:29]([CH2:28][CH:27]([C:39]1[CH:44]=[CH:43][C:42]([Cl:45])=[C:41]([Cl:46])[CH:40]=1)[CH2:26][CH2:25][N:11]1[CH2:12][CH2:13][C:8]([C:2]2[CH:3]=[CH:4][CH:5]=[CH:6][CH:7]=2)([NH:14][C:15](=[O:17])[CH3:16])[CH2:9][CH2:10]1)[C:30](=[O:37])[C:31]1[CH:32]=[CH:33][CH:34]=[CH:35][CH:36]=1 |f:0.1,2.3,6.7|. Reported procedure: 22.7 g of 4-phenyl-4-acetylaminopiperidine hydrochloride are dissolved in 20 ml of water. 10 ml of concentrated sodium hydroxide solution are added. The mixture is extracted twice with dichloromethane and the organic phase is dried over MgSO4, The solution obtained is added to the product obtained in step 8. The mixture is concentrated to dryness, 30 ml of DMF are added and the mixture is heated to 70° C. for 1 h 30 min. The solution is poured very slowly onto 30 ml of water+ice. The precipitate... Starting materials: BrC1=CC(=C(C=C1)C(C(=O)C=1C=CC2=C(N(C(CO2)=O)C)C1)C)Cl (6-[2-(4-bromo-2-chloro-phenyl)-propionyl]-4-methyl-4H-benzo[1,4]oxazin-3-one), FC(F)(F)[Si](C)(C)C ((trifluoromethyl)trimethylsilane), [F-].C[N+](C)(C)C (tetramethylammonium fluoride). Product: BrC1=CC(=C(C=C1)C(C(C(F)(F)F)(O)C=1C=CC2=C(N(C(CO2)=O)C)C1)C)Cl (6-[2-(4-Bromo-2-chloro-phenyl)-1-hydroxy-1-trifluoromethyl-propyl]-4-methyl-4H-benzo[1,4]oxazin-3-one). Reaction SMILES: [Br:1][C:2]1[CH:7]=[CH:6][C:5]([CH:8]([CH3:23])[C:9]([C:11]2[CH:12]=[CH:13][C:14]3[O:19][CH2:18][C:17](=[O:20])[N:16]([CH3:21])[C:15]=3[CH:22]=2)=[O:10])=[C:4]([Cl:24])[CH:3]=1.[F:25][C:26]([Si](C)(C)C)([F:28])[F:27].[F-].C[N+](C)(C)C>>[Br:1][C:2]1[CH:7]=[CH:6][C:5]([CH:8]([CH3:23])[C:9]([C:11]2[CH:12]=[CH:13][C:14]3[O:19][CH2:18][C:17](=[O:20])[N:16]([CH3:21])[C:15]=3[CH:22]=2)([OH:10])[C:26]([F:28])([F:27])[F:25])=[C:4]([Cl:24])[CH:3]=1 |f:2.3|. Procedure: In analogy to Example 1, step 3, 6-[2-(4-bromo-2-chloro-phenyl)-propionyl]-4-methyl-4H-benzo[1,4]oxazin-3-one was reacted with (trifluoromethyl)trimethylsilane and tetramethylammonium fluoride to give the title compound as an off-white solid. MS (m/e, ISP neg. ion)=475.9 [M−H+].